Task: describe an organic reaction: reactants, conditions, products, and yield. Dataset: the Open Reaction Database (ORD), a public repository of structured organic reaction records As a reaction SMILES: [CH3:21][N:22]([CH3:23])[CH:24]=[O:25].[CH:2](=[O:3])[c:4]1[cH:5][cH:6][cH:7][cH:8][c:9]1[OH:10].[Cl:11][CH2:12][CH2:13][O:14][CH2:15][CH2:16][O:17][CH2:18][CH2:19][OH:20].[Na:1]>>[CH:2](=[O:3])[c:4]1[cH:5][cH:6][cH:7][cH:8][c:9]1[O:10][CH2:12][CH2:13][O:14][CH2:15][CH2:16][O:17][CH2:18][CH2:19][OH:20]. Product: O=Cc1ccccc1OCCOCCOCCO. Starting materials: CN(C)C=O, O=Cc1ccccc1O, OCCOCCOCCCl, [Na].